This data is from the Open Reaction Database (ORD), a public repository of structured organic reaction records. The task is: describe an organic reaction: reactants, conditions, products, and yield Starting materials: O=C([O-])O, CCN1CCOCC1, CCN=C=NCCCN(C)C, CC(C)N1C(=O)CCC1C(=O)O, CCOCC, NCc1cccc(C(F)(F)F)c1Cl, ClCCl, Cl, [Na+], On1nnc2ccccc21. Product: CC(C)N1C(=O)CCC1C(=O)NCc1cccc(C(F)(F)F)c1Cl. RXN SMILES: [C:56](=[O:57])([O-:58])[OH:59].[CH2:35]([N:36]1[CH2:37][CH2:38][O:39][CH2:40][CH2:41]1)[CH3:42].[CH3:14][N:15]([CH3:16])[CH2:17][CH2:18][CH2:19][N:20]=[C:21]=[N:22][CH2:23][CH3:24].[CH3:1][CH:2]([CH3:3])[N:4]1[CH:5]([C:6](=[O:7])[OH:8])[CH2:9][CH2:10][C:11]1=[O:12].[CH3:64][CH2:65][O:66][CH2:67][CH3:68].[Cl:43][c:44]1[c:45]([CH2:54][NH2:55])[cH:46][cH:47][cH:48][c:49]1[C:50]([F:51])([F:52])[F:53].[Cl:61][CH2:62][Cl:63].[ClH:13].[Na+:60].[OH:25][n:26]1[c:27]2[cH:28][cH:29][cH:30][cH:31][c:32]2[n:33][n:34]1>>[CH3:1][CH:2]([CH3:3])[N:4]1[CH:5]([C:6](=[O:8])[NH:55][CH2:54][c:45]2[c:44]([Cl:43])[c:49]([C:50]([F:51])([F:52])[F:53])[cH:48][cH:47][cH:46]2)[CH2:9][CH2:10][C:11]1=[O:12]. The reactants are C(C)OC(=O)C=1OC2=C(C1C)C(=C(C=C2)Br)O (5-bromo-4-hydroxy-3-methyl-benzofuran-2-carboxylic acid ethyl ester), IC (iodomethane), C(=O)([O-])[O-].[K+].[K+] (K2CO3). Run in CN(C)C=O (DMF). Conditions: time 8 hour. The product is C(C)OC(=O)C=1OC2=C(C1C)C(=C(C=C2)Br)OC (5-bromo-4-methoxy-3-methyl-benzofuran-2-carboxylic acid ethyl ester). Isolated yield 88.2%. Reaction SMILES: [CH2:1]([O:3][C:4]([C:6]1[O:7][C:8]2[CH:15]=[CH:14][C:13]([Br:16])=[C:12]([OH:17])[C:9]=2[C:10]=1[CH3:11])=[O:5])[CH3:2].IC.[C:20]([O-])([O-])=O.[K+].[K+]>CN(C=O)C>[CH2:1]([O:3][C:4]([C:6]1[O:7][C:8]2[CH:15]=[CH:14][C:13]([Br:16])=[C:12]([O:17][CH3:20])[C:9]=2[C:10]=1[CH3:11])=[O:5])[CH3:2] |f:2.3.4|. Procedure details: To 200 mg (0.67 mmol) of 5-bromo-4-hydroxy-3-methyl-benzofuran-2-carboxylic acid ethyl ester was added 0.5 mL of iodomethane, 200 mg of K2CO3 and 2 mL of DMF. The mixture was stirred at room temperature overnight. The mixture was washed with brine and extracted with ethyl acetate. The combined ethyl acetate layers were washed with brine. Removal of the solvent in vacuo gave 185 mg (88% yield) of 5-bromo-4-methoxy-3-methyl-benzofuran-2-carboxylic acid ethyl ester as a white solid. The reactants are CCOC(C)=O, COC(=O)c1cc(I)cc(CO)c1. The product is COC(=O)c1cc(I)cc(C=O)c1. RXN SMILES: [CH3:14][CH2:15][O:16][C:17](=[O:18])[CH3:19].[OH:1][CH2:2][c:3]1[cH:4][c:5]([I:13])[cH:6][c:7]([C:8](=[O:9])[O:10][CH3:11])[cH:12]1>>[O:1]=[CH:2][c:3]1[cH:4][c:5]([I:13])[cH:6][c:7]([C:8](=[O:9])[O:10][CH3:11])[cH:12]1. The reactants are C1COCCN1, CC(C)C(C(N)=S)c1ccccn1, CO. Yields the product CC(C)C(C(=S)NCN1CCOCC1)c1ccccn1. RXN SMILES: [CH2:14]1[CH2:15][O:16][CH2:17][CH2:18][NH:19]1.[CH3:1][CH:2]([CH:3]([C:4](=[S:5])[NH2:6])[c:7]1[n:8][cH:9][cH:10][cH:11][cH:12]1)[CH3:13].[CH3:20][OH:21]>>[CH3:1][CH:2]([CH:3]([C:4](=[S:5])[NH:6][CH2:20][N:19]1[CH2:14][CH2:15][O:16][CH2:17][CH2:18]1)[c:7]1[n:8][cH:9][cH:10][cH:11][cH:12]1)[CH3:13]. The reactants are acid, BrC=1C=C(CC=2N=C(OC2C)C(=O)OCC)C=CC1 (ethyl 4-(3-bromobenzyl)-5-methyloxazole-2-carboxylate), [OH-].[Na+] (NaOH), O (H2O). The solvent is CCO (EtOH). Run at temperature 0 celsius, time 2 hour. The product is BrC=1C=C(CC=2N=C(OC2C)C(=O)O)C=CC1 (4-(3-bromobenzyl)-5-methyloxazole-2-carboxylic acid). The yield is 72.0%. RXN SMILES: [Br:1][C:2]1[CH:3]=[C:4]([CH:17]=[CH:18][CH:19]=1)[CH2:5][C:6]1[N:7]=[C:8]([C:12]([O:14]CC)=[O:13])[O:9][C:10]=1[CH3:11].[OH-].[Na+].O>CCO>[Br:1][C:2]1[CH:3]=[C:4]([CH:17]=[CH:18][CH:19]=1)[CH2:5][C:6]1[N:7]=[C:8]([C:12]([OH:14])=[O:13])[O:9][C:10]=1[CH3:11] |f:1.2|. Reported procedure: A mixture of ethyl 4-(3-bromobenzyl)-5-methyloxazole-2-carboxylate (500 mg, 1.5 mmol) and 2 N NaOH (2 mL, 4 mmol) in EtOH (6 mL)/H2O (2 mL) was stirred at 0° C. for 2 h. The mixture was neutralized with aqueous critic acid (10%), concentrated and purified by Combiflash reverse phase chromatography (50%˜60% MeCN/H2O containing 0.01% TFA) to afford 4-(3-bromobenzyl)-5-methyloxazole-2-carboxylic acid as a yellow oil (320 mg, 65%). MS (ES+) C12H10BrNO3 requires: 295, 297, found: 296 [M+H]+, 298 [M+2... Reactants: C[Si](C)(C)N=[N+]=[N-] (trimethylsilyl azide), C(#C)C1=NN(C2=CC(=CC=C12)C1=CC=C(C=C1)NC(=O)NC1=CC(=CC=C1)F)COCC[Si](C)(C)C (1-(4-(3-ethynyl-1-((2-(trimethylsilyl)ethoxy)methyl)-1H-indazol-6-yl)phenyl)-3-(3-fluorophenyl)urea), Cu(I)I, C[Si](C)(C)N=[N+]=[N-] (trimethylsilyl azide). The solvent is CN(C=O)C (N,N-dimethylformamide), CO (methanol). Run at temperature 100 celsius, time 16 hour. Product: N1N=NC=C1C1=NN(C2=CC(=CC=C12)C1=CC=C(C=C1)NC(=O)NC1=CC(=CC=C1)F)COCC[Si](C)(C)C (1-(4-(3-(1H-1,2,3-triazol-5-yl)-1-((2-(trimethylsilyl)ethoxy)methyl)-1H-indazol-6-yl)phenyl)-3-(3-fluorophenyl)urea). Reaction SMILES: [C:1]([C:3]1[C:11]2[C:6](=[CH:7][C:8]([C:12]3[CH:17]=[CH:16][C:15]([NH:18][C:19]([NH:21][C:22]4[CH:27]=[CH:26][CH:25]=[C:24]([F:28])[CH:23]=4)=[O:20])=[CH:14][CH:13]=3)=[CH:9][CH:10]=2)[N:5]([CH2:29][O:30][CH2:31][CH2:32][Si:33]([CH3:36])([CH3:35])[CH3:34])[N:4]=1)#[CH:2].C[Si]([N:41]=[N+:42]=[N-:43])(C)C>CN(C)C=O.CO>[NH:41]1[C:1]([C:3]2[C:11]3[C:6](=[CH:7][C:8]([C:12]4[CH:13]=[CH:14][C:15]([NH:18][C:19]([NH:21][C:22]5[CH:27]=[CH:26][CH:25]=[C:24]([F:28])[CH:23]=5)=[O:20])=[CH:16][CH:17]=4)=[CH:9][CH:10]=3)[N:5]([CH2:29][O:30][CH2:31][CH2:32][Si:33]([CH3:34])([CH3:36])[CH3:35])[N:4]=2)=[CH:2][N:43]=[N:42]1. Reported procedure: A solution of Example 21C (90 mg, 0.180 mmol) in N,N-dimethylformamide (4 ml) and methanol (0.7 ml) under argon was treated with Cu(I)I (5.00 mg, 0.026 mmol) and trimethylsilyl azide (0.249 ml, 1.798 mmol), then heated at 100° C. in an oil bath in a sealed tube for 3 hours. An additional amount of trimethylsilyl azide (0.5 ml) was added and the vial was recapped and heated at 100° C. for 4 hours and then stirred at room temperature for 16 hours. The resulting mixture was partitioned between ethy...